Dataset: the Open Reaction Database (ORD), a public repository of structured organic reaction records. Task: describe an organic reaction: reactants, conditions, products, and yield The reactants are CCOP(=O)(CC(=O)N1CCc2c(sc3ncnc(Nc4ccc(F)c(Cl)c4)c23)C1)OCC, C1CCOC1, CO, CC(C)(C)OC(=O)N1CCCC1C=O, [H-], [Na+]. Yields the product CC(C)(C)OC(=O)N1CCCC1C=CC(=O)N1CCc2c(sc3ncnc(Nc4ccc(F)c(Cl)c4)c23)C1. As a reaction SMILES: [CH2:1]([O:2][P:3](=[O:4])([O:5][CH2:6][CH3:7])[CH2:9][C:10](=[O:11])[N:12]1[CH2:13][c:14]2[c:15]([c:16]3[c:17]([n:18][cH:19][n:20][c:21]3[NH:22][c:23]3[cH:24][c:25]([Cl:30])[c:26]([F:29])[cH:27][cH:28]3)[s:31]2)[CH2:32][CH2:33]1)[CH3:8].[CH2:52]1[O:53][CH2:54][CH2:55][CH2:56]1.[CH3:50][OH:51].[CH:36](=[O:37])[CH:38]1[N:39]([C:43](=[O:44])[O:45][C:46]([CH3:47])([CH3:48])[CH3:49])[CH2:40][CH2:41][CH2:42]1.[H-:34].[Na+:35]>>[CH:9]([C:10](=[O:11])[N:12]1[CH2:13][c:14]2[c:15]([c:16]3[c:17]([n:18][cH:19][n:20][c:21]3[NH:22][c:23]3[cH:24][c:25]([Cl:30])[c:26]([F:29])[cH:27][cH:28]3)[s:31]2)[CH2:32][CH2:33]1)=[CH:36][CH:38]1[N:39]([C:43](=[O:44])[O:45][C:46]([CH3:47])([CH3:48])[CH3:49])[CH2:40][CH2:41][CH2:42]1. The reactants are C(=O)([O-])[O-].[Na+].[Na+] (Na2CO3), N#N (N2), ClC1=C(C(=CC=C1F)Cl)[C@@H](C)OC=1C(=NC=C(C1)B1OC(C(O1)(C)C)(C)C)N ((R)-3-(1-(2,6-dichloro-3-fluorophenyl)ethoxy)-5-(4,4,5,5-tetramethyl-1,3,2-dioxaborolan-2-yl)pyridin-2-amine), IC=1C=NN(C1)C1CC2(C1)CCN(CC2)C(=O)OC(C)(C)C (tert-butyl 2-(4-iodo-1H-pyrazol-1-yl)-7-azaspiro[3.5]nonane-7-carboxylate), N#N (N2), N#N (N2). The reagents and catalysts are Cl[Pd]([P](C1=CC=CC=C1)(C2=CC=CC=C2)C3=CC=CC=C3)([P](C4=CC=CC=C4)(C5=CC=CC=C5)C6=CC=CC=C6)Cl (Pd(PPh3)2Cl2). The solvent is O1CCOCC1 (Dioxane), O (H2O). Run at temperature 80 celsius, time 24 hour. Yields the product NC1=C(C=C(C=N1)C=1C=NN(C1)C1CC2(C1)CCN(CC2)C(=O)OC(C)(C)C)O[C@H](C)C2=C(C(=CC=C2Cl)F)Cl ((R)-tert-butyl 2-(4-(6-amino-5-(1-(2,6-dichloro-3-fluorophenyl)ethoxy)pyridin-3-yl)-1H-pyrazol-1-yl)-7-azaspiro[3.5]nonane-7-carboxylate). Yield: 72.9%. Reaction SMILES: [Cl:1][C:2]1[C:7]([F:8])=[CH:6][CH:5]=[C:4]([Cl:9])[C:3]=1[C@H:10]([O:12][C:13]1[C:14]([NH2:28])=[N:15][CH:16]=[C:17](B2OC(C)(C)C(C)(C)O2)[CH:18]=1)[CH3:11].I[C:30]1[CH:31]=[N:32][N:33]([CH:35]2[CH2:38][C:37]3([CH2:43][CH2:42][N:41]([C:44]([O:46][C:47]([CH3:50])([CH3:49])[CH3:48])=[O:45])[CH2:40][CH2:39]3)[CH2:36]2)[CH:34]=1.N#N.C([O-])([O-])=O.[Na+].[Na+]>Cl[Pd](Cl)([P](C1C=CC=CC=1)(C1C=CC=CC=1)C1C=CC=CC=1)[P](C1C=CC=CC=1)(C1C=CC=CC=1)C1C=CC=CC=1.O.O1CCOCC1>[NH2:28][C:14]1[N:15]=[CH:16][C:17]([C:30]2[CH:31]=[N:32][N:33]([CH:35]3[CH2:36][C:37]4([CH2:43][CH2:42][N:41]([C:44]([O:46][C:47]([CH3:50])([CH3:49])[CH3:48])=[O:45])[CH2:40][CH2:39]4)[CH2:38]3)[CH:34]=2)=[CH:18][C:13]=1[O:12][C@@H:10]([C:3]1[C:4]([Cl:9])=[CH:5][CH:6]=[C:7]([F:8])[C:2]=1[Cl:1])[CH3:11] |f:3.4.5,^1:61,80|. Procedure: (R)-3-(1-(2,6-dichloro-3-fluorophenyl)ethoxy)-5-(4,4,5,5-tetramethyl-1,3,2-dioxaborolan-2-yl)pyridin-2-amine (104 mg, 0.244 mmol, 1.0 equiv), tert-butyl 2-(4-iodo-1H-pyrazol-1-yl)-7-azaspiro[3.5]nonane-7-carboxylate (112 mg, 0.268 mmol, 1.1 equiv) were added to a RBF (25 mL). It was vacuumed and refilled with N2 (3 times). Dioxane (1.0 mL) and a solution of Na2CO3 (2.0 M, 0.4 mL) were added sequentially. It was vacuumed again and refilled with N2 (3 times). Pd(PPh3)2Cl2 catalyst (9 mg, 5 mol %) ... Reactants: N(CC#N)CC#N (iminodiacetonitrile), N1=C(Cl)N=C(Cl)N=C1Cl (cyanuric chloride). Solvent: O1CCOCC1 (dioxane), O1CCOCC1 (dioxane), O1CCOCC1 (dioxane). Reaction conditions: time 1 hour. The product is ClC1=NC(=NC(=N1)Cl)N(CC#N)CC#N (2,4-Dichloro-6-di(cyanomethyl)amino-s-triazine). Isolated yield 80.0%. Reaction SMILES: [NH:1]([CH2:5][C:6]#[N:7])[CH2:2][C:3]#[N:4].[N:8]1[C:15]([Cl:16])=[N:14][C:12](Cl)=[N:11][C:9]=1[Cl:10]>O1CCOCC1>[Cl:10][C:9]1[N:8]=[C:15]([Cl:16])[N:14]=[C:12]([N:1]([CH2:5][C:6]#[N:7])[CH2:2][C:3]#[N:4])[N:11]=1. Procedure details: A solution of 9.5 g. (0.1 mole) of iminodiacetonitrile in 100 ml. dioxane was added to a stirred solution of 9.2 g. (0.05 mole) of cyanuric chloride in 100 ml. dioxane. The suspension was stirred at ambient temperature for 1 hour. An additional 100 ml. dioxane was added and mixture heated to 50°C. for 1 hour and filtered. The filtrate was diluted with 500 ml. ice/water and the solid filtered and dried to give 9.6 g. (80% yield), m.p. 154°-158°C.